From a dataset of the Open Reaction Database (ORD), a public repository of structured organic reaction records. describe an organic reaction: reactants, conditions, products, and yield Starting materials: FC=1C=C(C(=O)N)C=CC1[N+](=O)[O-] (3-fluoro-4-nitrobenzamide), N1CC1 (aziridine). Solvent: CC#N (MeCN). The product is N1(CC1)C=1C=C(C(=O)N)C=CC1[N+](=O)[O-] (3-(aziridin-1-yl)-4-nitrobenzamide). Isolated yield 41.1%. RXN SMILES: F[C:2]1[CH:3]=[C:4]([CH:8]=[CH:9][C:10]=1[N+:11]([O-:13])=[O:12])[C:5]([NH2:7])=[O:6].[NH:14]1[CH2:16][CH2:15]1>CC#N>[N:14]1([C:2]2[CH:3]=[C:4]([CH:8]=[CH:9][C:10]=2[N+:11]([O-:13])=[O:12])[C:5]([NH2:7])=[O:6])[CH2:16][CH2:15]1. Procedure: A stirred solution of the above benzamide (100 mg, 0.54 mmol) in dry MeCN (4 mL) was treated with aziridine (168 μL, 3.24 mmol) at room temperature for 4 h. The resulting precipitate was collected, washed with cold water, and crystallized twice from EtOAc to give 9 (46 mg, 41%). mp 223-224° C.;; 1H NMR [(CD3)2SO] δ8.21 (br s, 1H, NHH), 7 99 (d, J=8.5 Hz, 1H, H-5), 7.69 (d, J=1.8 Hz, 1H, H-2), 7.67 (br s, 1H, NHH), 7.56 (dd, J=8 5, 1.8 Hz, 1H, H-6), 2.30 (s, 4H, (CH2)2). Anal. Calcd for C9H9N3O3:... Reactants: Fc1ccc2c(c1)OCc1ccccc1C2=CBr, O=C([O-])[O-], [Na+], [Na+], CC1(C)OB(c2ccc3c(c2)[nH]c(=O)n3CCN2CCOCC2)OC1(C)C, C1COCCO1. Yields the product O=c1[nH]c2cc(C=C3c4ccccc4COc4cc(F)ccc43)ccc2n1CCN1CCOCC1. Reaction SMILES: [Br:28][CH:29]=[C:30]1[c:31]2[c:32]([cH:41][c:42]([F:45])[cH:43][cH:44]2)[O:33][CH2:34][c:35]2[c:36]1[cH:37][cH:38][cH:39][cH:40]2.[C:46](=[O:47])([O-:48])[O-:49].[Na+:50].[Na+:51].[O:1]1[CH2:2][CH2:3][N:4]([CH2:7][CH2:8][n:9]2[c:10](=[O:27])[nH:11][c:12]3[c:13]2[cH:14][cH:15][c:16]([B:18]2[O:19][C:20]([CH3:21])([CH3:22])[C:23]([CH3:24])([CH3:25])[O:26]2)[cH:17]3)[CH2:5][CH2:6]1.[O:52]1[CH2:53][CH2:54][O:55][CH2:56][CH2:57]1>>[O:1]1[CH2:2][CH2:3][N:4]([CH2:7][CH2:8][n:9]2[c:10](=[O:27])[nH:11][c:12]3[c:13]2[cH:14][cH:15][c:16]([CH:29]=[C:30]2[c:31]4[c:32]([cH:41][c:42]([F:45])[cH:43][cH:44]4)[O:33][CH2:34][c:35]4[c:36]2[cH:37][cH:38][cH:39][cH:40]4)[cH:17]3)[CH2:5][CH2:6]1. Yields the product FC(C(=O)C1=CC=CC=C1)C1=CC=CC=C1 (α-fluoro-α-phenylacetophenone). Yield: 72.1%. Reactants: C[Si](OC(C1=CC=CC=C1)=CC1=CC=CC=C1)(C)C (α-trimethylsiloxystilbene), FOC(F)(F)F (trifluoromethyl hypofluorite). Solvent: ClC(F)(F)F (chlorotrifluoromethane). Procedure details: A solution of 18.8 g (0.07 mol) of the aforesaid α-trimethylsiloxystilbene in 200 ml of chlorotrifluoromethane was cooled to -70° C. and 7.3 g (0.07 mol) of trifluoromethyl hypofluorite were passed into the solution over a 3 hour period. The reaction mixture then was warmed to room temperature and evaporated to dryness under reduced pressure to give a white solid. Recrystallization from heptane gave 10.81 g (72% yield) of α-fluoro-α-phenylacetophenone as colorless crystals: mp 50°-51° C.; 19F NM... RXN SMILES: C[Si](C)(C)[O:3][C:4](=[CH:11][C:12]1[CH:17]=[CH:16][CH:15]=[CH:14][CH:13]=1)[C:5]1[CH:10]=[CH:9][CH:8]=[CH:7][CH:6]=1.[F:20]OC(F)(F)F>ClC(F)(F)F>[F:20][CH:11]([C:12]1[CH:17]=[CH:16][CH:15]=[CH:14][CH:13]=1)[C:4]([C:5]1[CH:10]=[CH:9][CH:8]=[CH:7][CH:6]=1)=[O:3]. The reactants are C(C)OC(=O)C=1N=C(N2C1C(N(C1=CC=CC=C21)C)=O)Br (1-bromo-5-methyl-4-oxo-4,5-dihydroimidazo[1,5-a]quinoxaline 3-carboxylic acid ethyl ester), [OH-].[Na+] (sodium hydroxide), Cl (hydrochloric acid). Yields the product OC1=NC(=C2N1C1=CC=CC=C1N(C2=O)C)C(=O)O (1-Hydroxy-5-methyl-4-oxo-4,5-dihydroimidazo[1,5-a]quinoxaline 3-carboxylic acid). Isolated yield 81.0%. Reaction SMILES: C([O:3][C:4]([C:6]1[N:7]=[C:8](Br)[N:9]2[C:18]3[C:13](=[CH:14][CH:15]=[CH:16][CH:17]=3)[N:12]([CH3:19])[C:11](=[O:20])[C:10]=12)=[O:5])C.Cl.[OH-:23].[Na+]>>[OH:23][C:8]1[N:9]2[C:18]3[C:13]([N:12]([CH3:19])[C:11](=[O:20])[C:10]2=[C:6]([C:4]([OH:3])=[O:5])[N:7]=1)=[CH:14][CH:15]=[CH:16][CH:17]=3 |f:2.3|. Reported procedure: A mixture of 1-bromo-5-methyl-4-oxo-4,5-dihydroimidazo[1,5-a]quinoxaline 3-carboxylic acid ethyl ester (1.5 g) and 0.5 N sodium hydroxide solution (40 ml) was heated on steam bath for 18 hours. After cooling and acidification by concentrated hydrochloric acid, the product precipitated out as a cream colored solid (0.9 g, 81% yield), m.p. >300° C. The reactants are ClC1=CC=C(C=C1)S(=O)(=O)NC1C(NCCCC1)=O (4-Chloro-N-(2-oxo-azepan-3-yl)-benzenesulfonamide), BrCC1=CC=C(C=C1)N1N=CN=C1 (1-[4-(bromomethyl)phenyl]-1H-1,2,4-triazol), C([O-])([O-])=O.[K+].[K+] (potassium carbonate), [I-].[K+] (potassium iodide). Solvent: CN(C=O)C (dimethylformamide). The product is ClC1=CC=C(C=C1)S(=O)(=O)N(CC1=CC=C(C=C1)N1N=CN=C1)C1C(NCCCC1)=O (4-chloro-N-(2-oxo-azepan-3-yl)-N-(4-[1,2,4]triazol-1-yl-benzyl)-benzenesulfonamide). Yield: 62.7%. As a reaction SMILES: [Cl:1][C:2]1[CH:7]=[CH:6][C:5]([S:8]([NH:11][CH:12]2[CH2:18][CH2:17][CH2:16][CH2:15][NH:14][C:13]2=[O:19])(=[O:10])=[O:9])=[CH:4][CH:3]=1.Br[CH2:21][C:22]1[CH:27]=[CH:26][C:25]([N:28]2[CH:32]=[N:31][CH:30]=[N:29]2)=[CH:24][CH:23]=1.C(=O)([O-])[O-].[K+].[K+].[I-].[K+]>CN(C)C=O>[Cl:1][C:2]1[CH:3]=[CH:4][C:5]([S:8]([N:11]([CH:12]2[CH2:18][CH2:17][CH2:16][CH2:15][NH:14][C:13]2=[O:19])[CH2:21][C:22]2[CH:23]=[CH:24][C:25]([N:28]3[CH:32]=[N:31][CH:30]=[N:29]3)=[CH:26][CH:27]=2)(=[O:10])=[O:9])=[CH:6][CH:7]=1 |f:2.3.4,5.6|. Reported procedure: 4-Chloro-N-(2-oxo-azepan-3-yl)-benzenesulfonamide (0.16 g, 0.52 mmol), 1-[4-(bromomethyl)phenyl]-1H-1,2,4-triazol (0.25 g, 1.03 mmol), potassium carbonate (0.72 g, 5.17 mmol) and potassium iodide (0.02 g, 0.10 mmol) in 5 ml dimethylformamide were stirred at 65° C. for 5 hours. Extraction with water/ethylacetate and chromatography on silicagel with ethylacetate yielded 0.15 g (64%) 4-chloro-N-(2-oxo-azepan-3-yl)-N-(4-[1,2,4]triazol-1-yl-benzyl)-benzenesulfonamide as white solid, MS: m/e (%)=460.1... The reactants are C(C1=CC=CC=C1)N1N=CC(=C(C1=O)C1=CC=C(C=C1)Cl)Cl (2-benzyl-5-chloro-4-(4-chlorophenyl)pyridazin-3(2H)-one), [Cl-].[Al+3].[Cl-].[Cl-] (aluminum chloride), O (water). Run in C1(=CC=CC=C1)C (toluene). Reaction conditions: temperature 50 celsius, time 1 hour. The product is ClC1=C(C(NN=C1)=O)C1=CC=C(C=C1)Cl (5-chloro-4-(4-chlorophenyl)pyridazin-3(2H)-one). Isolated yield 91.6%. As a reaction SMILES: C([N:8]1[C:13](=[O:14])[C:12]([C:15]2[CH:20]=[CH:19][C:18]([Cl:21])=[CH:17][CH:16]=2)=[C:11]([Cl:22])[CH:10]=[N:9]1)C1C=CC=CC=1.[Cl-].[Al+3].[Cl-].[Cl-].O>C1(C)C=CC=CC=1>[Cl:22][C:11]1[CH:10]=[N:9][NH:8][C:13](=[O:14])[C:12]=1[C:15]1[CH:20]=[CH:19][C:18]([Cl:21])=[CH:17][CH:16]=1 |f:1.2.3.4|. Procedure: To a solution of 2-benzyl-5-chloro-4-(4-chlorophenyl)pyridazin-3(2H)-one (10.2 gm, 30.8 mmol) in toluene (154 mL) was added aluminum chloride (10.3 g, 77 mmol). The mixture was stirred at 50° C. for 1 h. After this time, the solution was cooled to RT, and the reaction mixture was poured into water (200 mL). The reaction mixture was extracted with EtOAc (3×100 mL). The combined organic layers were washed with saturated NaCl. The organic layer was dried (Na2SO4), filtered and concentrated. The res... Reactants: N1CCC(CC1)C(C(=O)O)=C (2-(piperidin-4-yl)prop-2-enoic acid), C(C)(=S)O.C(C)(C)O (thioacetic acid isopropanol). Yields the product N1CCC(CC1)C(C(=O)O)CSC(C)=O (2-(piperidin-4-yl)-3-(acetylthio)propanoic acid). Reaction SMILES: [NH:1]1[CH2:6][CH2:5][CH:4]([C:7](=[CH2:11])[C:8]([OH:10])=[O:9])[CH2:3][CH2:2]1.[C:12]([OH:15])(=[S:14])[CH3:13].C(O)(C)C>>[NH:1]1[CH2:6][CH2:5][CH:4]([CH:7]([CH2:11][S:14][C:12](=[O:15])[CH3:13])[C:8]([OH:10])=[O:9])[CH2:3][CH2:2]1 |f:1.2|. Reported procedure: A solution of 2-(piperidin-4-yl)prop-2-enoic acid (0.30 g, 1.64 mmol) in 6 mL of 1:1 thioacetic acid/isopropanol was stirred for 24 hours. The reaction mixture was concentrated in vacuo to afford the crude product, 2-(piperidin-4-yl)-3-(acetylthio)propanoic acid. The product was dissolved in 2 mL of water, cooled to 0° C., degassed with nitrogen, and 2 mL of ammonium hydroxide was added. The reaction mixture was stirred for 1 hour, concentrated in vacuo and the residue was dissolved in 10% HCl a...